Dataset: the Open Reaction Database (ORD), a public repository of structured organic reaction records. Task: describe an organic reaction: reactants, conditions, products, and yield Reactants: C1CCOC1 (THF), [OH-].[Na+] (NaOH), CO (MeOH), C[Si](C)(C)C#CC=1C=CC=2N(C3=CC=C(C=C3C2C1)C#C[Si](C)(C)C)C (3,6-bis(trimethylsilylethynyl)-9-methylcarbazole). The solvent is C(Cl)Cl (CH2Cl2), O (H2O). Run at time 4 hour. Product: C(#C)C=1C=CC=2N(C3=CC=C(C=C3C2C1)C#C)C (3,6-diethynyl-9-methylcarbazole). The yield is 81.5%. RXN SMILES: C1COCC1.CO.C[Si]([C:12]#[C:13][C:14]1[CH:15]=[CH:16][C:17]2[N:18]([CH3:33])[C:19]3[C:24]([C:25]=2[CH:26]=1)=[CH:23][C:22]([C:27]#[C:28][Si](C)(C)C)=[CH:21][CH:20]=3)(C)C.[OH-].[Na+]>C(Cl)Cl.O>[C:27]([C:22]1[CH:21]=[CH:20][C:19]2[N:18]([CH3:33])[C:17]3[C:25]([C:24]=2[CH:23]=1)=[CH:26][C:14]([C:13]#[CH:12])=[CH:15][CH:16]=3)#[CH:28] |f:3.4|. Reported procedure: A mixed solution containing dist. THF and dist. MeOH (dist. THF/dist. MeOH=3/1: 4 mL) as well as dist. H2O (0.1 mL) were added to and dissolved into 3,6-bis(trimethylsilylethynyl)-9-methylcarbazole (173 mg, 0.46 mmol) obtained in Synthesis example 12. Then, NaOH (35 mg, 0.88 mmol) was added, and the resultant mixed solution was stirred under a nitrogen atmosphere at room temperature for 4 hours to obtain a reaction mixture. After that, the reaction mixture was diluted with CH2Cl2. Then, an organ... Starting materials: CN1CCNCC1, CC(C)O, Clc1ccnc(-c2ccsc2)c1, Cl, O. The product is CN1CCN(c2ccnc(-c3ccsc3)c2)CC1. RXN SMILES: [CH3:13][N:14]1[CH2:15][CH2:16][NH:17][CH2:18][CH2:19]1.[CH3:20][CH:21]([OH:22])[CH3:23].[Cl:1][c:2]1[cH:3][c:4](-[c:8]2[cH:9][s:10][cH:11][cH:12]2)[n:5][cH:6][cH:7]1.[ClH:24].[OH2:25]>>[c:2]1([N:17]2[CH2:16][CH2:15][N:14]([CH3:13])[CH2:19][CH2:18]2)[cH:3][c:4](-[c:8]2[cH:9][s:10][cH:11][cH:12]2)[n:5][cH:6][cH:7]1. As a reaction SMILES: [CH2:1]([O:3][C:4](=[O:20])[CH2:5][CH2:6][C:7]1([CH3:19])[CH2:12][C:11](=O)[C:10]2[CH:14]=[CH:15][C:16]([OH:18])=[CH:17][C:9]=2[O:8]1)[CH3:2].B(F)(F)F.CCOCC.B.C(O)(=O)C>O1CCCC1>[CH2:1]([O:3][C:4](=[O:20])[CH2:5][CH2:6][C:7]1([CH3:19])[CH2:12][CH2:11][C:10]2[CH:14]=[CH:15][C:16]([OH:18])=[CH:17][C:9]=2[O:8]1)[CH3:2] |f:1.2|. Reactants: B (borane), C(C)(=O)O (acetic acid), C(C)OC(CCC1(OC2=C(C(C1)=O)C=CC(=C2)O)C)=O (racemic-3,4-dihydro-7-hydroxy-2-methyl-4-oxo-2H-1-benzopyran-2-propanoic acid ethyl ester), B(F)(F)F.CCOCC (boron trifluoride etherate). Yields the product C(C)OC(CCC1(OC2=C(CC1)C=CC(=C2)O)C)=O (racemic-3,4-dihydro-7-hydroxy-2-methyl-2H-1-benzopyran-2-propanoic acid ethyl ester). Reported procedure: To a stirred solution of 1.5 g of racemic-3,4-dihydro-7-hydroxy-2-methyl-4-oxo-2H-1-benzopyran-2-propanoic acid ethyl ester in 8 ml of dry tetrahydrofuran, with ice bath cooling, was added 1.4 ml of boron trifluoride etherate, over a period of 2 minutes. The mixture was stirred at 0°-5° C. for 5 minutes whereupon 5.4 ml of 1M borane in tetrahydrofuran was added. Stirring was continued at 0°-5° C. for 2.5 hours then the mixture was decomposed by the addition of glacial acetic acid. Solvents were ... Run in O1CCCC1 (tetrahydrofuran), O1CCCC1 (tetrahydrofuran). Isolated yield 63.2%. Run at time 2 minute.